Dataset: the Open Reaction Database (ORD), a public repository of structured organic reaction records. Task: describe an organic reaction: reactants, conditions, products, and yield The reactants are FC1=CC=C(C=C1)CN1C(=NC2=C1C=CC=C2)NC2CCN(CC2)C(=O)OCC (ethyl 4-[1-[(4-fluorophenyl)methyl]-1H-benzimidazol-2-ylamino]-1-piperidinecarboxylate), Br (hydrobromic acid). Product: Br.Br.FC1=CC=C(C=C1)CN1C(=NC2=C1C=CC=C2)NC2CCNCC2 (1-[(4-fluorophenyl)methyl]-N-(4-piperidinyl)-1H-benzimidazol-2-amine dihydrobromide). Yield: 82.0%. As a reaction SMILES: [F:1][C:2]1[CH:7]=[CH:6][C:5]([CH2:8][N:9]2[C:13]3[CH:14]=[CH:15][CH:16]=[CH:17][C:12]=3[N:11]=[C:10]2[NH:18][CH:19]2[CH2:24][CH2:23][N:22](C(OCC)=O)[CH2:21][CH2:20]2)=[CH:4][CH:3]=1.[BrH:30]>>[BrH:30].[BrH:30].[F:1][C:2]1[CH:7]=[CH:6][C:5]([CH2:8][N:9]2[C:13]3[CH:14]=[CH:15][CH:16]=[CH:17][C:12]=3[N:11]=[C:10]2[NH:18][CH:19]2[CH2:20][CH2:21][NH:22][CH2:23][CH2:24]2)=[CH:4][CH:3]=1 |f:2.3.4|. Reported procedure: A mixture of 3.2 parts of ethyl 4-[1-[(4-fluorophenyl)methyl]-1H-benzimidazol-2-ylamino]-1-piperidinecarboxylate and 300 parts of hydrobromic acid solution 48% was stirred and refluxed for 1 hour. The reaction mixture was evaporated and the residue was crystallized from 2-propanol. The product was filtered off and dried, yielding 3.3 parts (82%) of 1-[(4-fluorophenyl)methyl]-N-(4-piperidinyl)-1H-benzimidazol-2-amine dihydrobromide; mp. 290.2° C. (compound 112). Starting materials: C(C)(C)(C)OC(NC1=C(C=C(C(=C1)NCC(C)C)Cl)NC(CC(C1=CC(=CC=C1)N1N=NC=C1)=O)=O)=O ({4-chloro-5-(isobutyl-amino)-2-[3-oxo-3-(3-[1,2,3]triazol-1-yl-phenyl)-propionylamino]-phenyl}-carbamic acid tert-butyl ester), C(=O)(C(F)(F)F)O (TFA). The solvent is C(Cl)Cl (CH2Cl2). Yields the product ClC=1C(=CC2=C(NC(CC(=N2)C2=CC(=CC=C2)N2N=NC=C2)=O)C1)NCC(C)C (8-Chloro-7-(isobutyl-amino)-4-(3-[1,2,3]triazol-1-yl-phenyl)-1,3-dihydro-benzo[b][1,4]diazepin-2-one), solid. Yield: 53.0%. Reaction SMILES: C(OC(=O)[NH:7][C:8]1[CH:13]=[C:12]([NH:14][CH2:15][CH:16]([CH3:18])[CH3:17])[C:11]([Cl:19])=[CH:10][C:9]=1[NH:20][C:21](=[O:36])[CH2:22][C:23](=O)[C:24]1[CH:29]=[CH:28][CH:27]=[C:26]([N:30]2[CH:34]=[CH:33][N:32]=[N:31]2)[CH:25]=1)(C)(C)C.C(O)(C(F)(F)F)=O>C(Cl)Cl>[Cl:19][C:11]1[C:12]([NH:14][CH2:15][CH:16]([CH3:18])[CH3:17])=[CH:13][C:8]2[N:7]=[C:23]([C:24]3[CH:29]=[CH:28][CH:27]=[C:26]([N:30]4[CH:34]=[CH:33][N:32]=[N:31]4)[CH:25]=3)[CH2:22][C:21](=[O:36])[NH:20][C:9]=2[CH:10]=1. Procedure: The title compound was prepared from {4-chloro-5-(isobutyl-amino)-2-[3-oxo-3-(3-[1,2,3]triazol-1-yl-phenyl)-propionylamino]-phenyl}-carbamic acid tert-butyl ester (Example M127) (0.22 g, 0.42 mmol) by treatment with TFA in CH2Cl2 according to the general procedure N. Obtained as a light yellow solid (90 mg, 53%). Starting materials: CCCC(C)COc1ccc(C(CO)NC(=O)OC(C)(C)C)cc1, C1COCCO1, ClCCl, Cl. Yields the product CCCC(C)COc1ccc(C(N)CO)cc1. Reaction SMILES: [C:1]([O:2][C:3](=[O:4])[NH:7][CH:8]([CH2:9][OH:10])[c:11]1[cH:12][cH:13][c:14]([O:17][CH2:18][CH:19]([CH2:20][CH2:21][CH3:22])[CH3:23])[cH:15][cH:16]1)([CH3:5])([CH3:6])[CH3:24].[CH2:29]1[O:30][CH2:31][CH2:32][O:33][CH2:34]1.[Cl:26][CH2:27][Cl:28].[ClH:25]>>[NH2:7][CH:8]([CH2:9][OH:10])[c:11]1[cH:12][cH:13][c:14]([O:17][CH2:18][CH:19]([CH2:20][CH2:21][CH3:22])[CH3:23])[cH:15][cH:16]1. Yields the product COc1cccc(Oc2cc(-n3c(=O)cc(C(F)(F)F)n(C)c3=O)c(F)cc2C#N)c1. As a reaction SMILES: [CH3:36][N:37]1[CH2:38][CH2:39][CH2:40][C:41]1=[O:42].[Cu:31]([C:32]#[N:33])[C:34]#[N:35].[F:1][c:2]1[c:3](-[n:18]2[c:19](=[O:30])[n:20]([CH3:29])[c:21]([C:25]([F:26])([F:27])[F:28])[cH:22][c:23]2=[O:24])[cH:4][c:5]([O:9][c:10]2[cH:11][c:12]([O:16][CH3:17])[cH:13][cH:14][cH:15]2)[c:6]([Br:8])[cH:7]1.[OH2:43]>>[F:1][c:2]1[c:3](-[n:18]2[c:19](=[O:30])[n:20]([CH3:29])[c:21]([C:25]([F:26])([F:27])[F:28])[cH:22][c:23]2=[O:24])[cH:4][c:5]([O:9][c:10]2[cH:11][c:12]([O:16][CH3:17])[cH:13][cH:14][cH:15]2)[c:6]([C:32]#[N:33])[cH:7]1. The reactants are CN1CCCC1=O, N#C[Cu]C#N, COc1cccc(Oc2cc(-n3c(=O)cc(C(F)(F)F)n(C)c3=O)c(F)cc2Br)c1, O. Starting materials: N1(CCCC1)CCC1C=2C=CNC2CCC1 (4-(2-Pyrrolidin-1-yl-ethyl)-4,5,6,7-tetrahydro-1H-indole), O=P(Cl)(Cl)Cl (POCl3), CN(C)C=O (DMF). Yields the product N1(CCCC1)CCC1C=2C=C(NC2CCC1)C=O (4-(2-pyrrolidin-1-yl-ethyl)-4,5,6,7-tetrahydro-1H-indole-2-carbaldehyde). As a reaction SMILES: [N:1]1([CH2:6][CH2:7][CH:8]2[CH2:16][CH2:15][CH2:14][C:13]3[NH:12][CH:11]=[CH:10][C:9]2=3)[CH2:5][CH2:4][CH2:3][CH2:2]1.O=P(Cl)(Cl)Cl.CN([CH:25]=[O:26])C>>[N:1]1([CH2:6][CH2:7][CH:8]2[CH2:16][CH2:15][CH2:14][C:13]3[NH:12][C:11]([CH:25]=[O:26])=[CH:10][C:9]2=3)[CH2:2][CH2:3][CH2:4][CH2:5]1. Reported procedure: 4-(2-Pyrrolidin-1-yl-ethyl)-4,5,6,7-tetrahydro-1H-indole (475 mg, 2.2 mmol) was formylated with POCl3 (0.25 mL, 1.2 eq.) and DMF (2 ml) using standard Vilsmierer condition to give 250 mg of 4-(2-pyrrolidin-1-yl-ethyl)-4,5,6,7-tetrahydro-1H-indole-2-carbaldehyde as alight yellow solid.